From a dataset of the Open Reaction Database (ORD), a public repository of structured organic reaction records. describe an organic reaction: reactants, conditions, products, and yield Reported procedure: Ethyl 4-(2-bromo-4-fluorophenyl)-6-(bromomethyl)-2-(thiazol-2-yl)-1,4-dihydropyrimidine-5-carboxylate (1 g, 2 mmol) was reacted with pyrrolidine-2-carboxylic acid (0.23 g, 2 mmol) according to the procedure as described in Example 28 to give the title compound as a yellow solid (0.27 g, 25%). The compound was characterized by the following spectroscopic data: Yields the product BrC1=C(C=CC(=C1)F)C1C(=C(NC(=N1)C=1SC=CN1)CN1C(CCC1)C(=O)O)C(=O)OCC (1-((6-(2-bromo-4-fluorophenyl)-5-(ethoxycarbonyl)-2-(thiazol-2-yl)-3,6-dihydropyrimidin-4-yl)methyl)pyrrolidine-2-carboxylic acid). Yield: 25.1%. Reaction SMILES: [Br:1][C:2]1[CH:7]=[C:6]([F:8])[CH:5]=[CH:4][C:3]=1[CH:9]1[C:14]([C:15]([O:17][CH2:18][CH3:19])=[O:16])=[C:13]([CH2:20]Br)[NH:12][C:11]([C:22]2[S:23][CH:24]=[CH:25][N:26]=2)=[N:10]1.[NH:27]1[CH2:31][CH2:30][CH2:29][CH:28]1[C:32]([OH:34])=[O:33]>>[Br:1][C:2]1[CH:7]=[C:6]([F:8])[CH:5]=[CH:4][C:3]=1[CH:9]1[N:10]=[C:11]([C:22]2[S:23][CH:24]=[CH:25][N:26]=2)[NH:12][C:13]([CH2:20][N:27]2[CH2:31][CH2:30][CH2:29][CH:28]2[C:32]([OH:34])=[O:33])=[C:14]1[C:15]([O:17][CH2:18][CH3:19])=[O:16]. Starting materials: BrC1=C(C=CC(=C1)F)C1N=C(NC(=C1C(=O)OCC)CBr)C=1SC=CN1 (Ethyl 4-(2-bromo-4-fluorophenyl)-6-(bromomethyl)-2-(thiazol-2-yl)-1,4-dihydropyrimidine-5-carboxylate), N1C(CCC1)C(=O)O (pyrrolidine-2-carboxylic acid). Starting materials: N1N=CC2=C(C=CC=C12)C=1N=C(C2=C(N1)SC(=C2)C(=O)O)N2CCOCC2 (2-(1H-indazol-4-yl)-4-morpholinothieno[2,3-d]pyrimidine-6-carboxylic acid), N1CCC(CC1)O (piperidin-4-ol). Product: N1N=CC2=C(C=CC=C12)C=1N=C(C2=C(N1)SC(=C2)C(=O)N2CCC(CC2)O)N2CCOCC2 ((2-(1H-indazol-4-yl)-4-morpholinothieno[2,3-d]pyrimidin-6-yl)(4-hydroxypiperidin-1-yl)methanone). Reaction SMILES: [NH:1]1[C:9]2[C:4](=[C:5]([C:10]3[N:11]=[C:12]([N:22]4[CH2:27][CH2:26][O:25][CH2:24][CH2:23]4)[C:13]4[CH:18]=[C:17]([C:19]([OH:21])=O)[S:16][C:14]=4[N:15]=3)[CH:6]=[CH:7][CH:8]=2)[CH:3]=[N:2]1.[NH:28]1[CH2:33][CH2:32][CH:31]([OH:34])[CH2:30][CH2:29]1>>[NH:1]1[C:9]2[C:4](=[C:5]([C:10]3[N:11]=[C:12]([N:22]4[CH2:23][CH2:24][O:25][CH2:26][CH2:27]4)[C:13]4[CH:18]=[C:17]([C:19]([N:28]5[CH2:33][CH2:32][CH:31]([OH:34])[CH2:30][CH2:29]5)=[O:21])[S:16][C:14]=4[N:15]=3)[CH:6]=[CH:7][CH:8]=2)[CH:3]=[N:2]1. Procedure details: 45 mg of 2-(1H-indazol-4-yl)-4-morpholinothieno[2,3-d]pyrimidine-6-carboxylic acid 14 was coupled to piperidin-4-ol via General Procedure B. The product was purified via reverse phase HPLC to give 46.6 mg of 123 MS (Q1) 465.1 (M)+. The reactants are CC#CCO, [Cl-], CC(Oc1cc(Cl)ncn1)C1(C)CC1, [H-], [NH4+], [Na+], C1CCOC1. Product: CC#CCOc1cc(OC(C)C2(C)CC2)ncn1. As a reaction SMILES: [CH2:3]([C:4]#[C:5][CH3:6])[OH:7].[Cl-:22].[Cl:8][c:9]1[n:10][cH:11][n:12][c:13]([O:15][CH:16]([CH3:17])[C:18]2([CH3:21])[CH2:19][CH2:20]2)[cH:14]1.[H-:1].[NH4+:23].[Na+:2].[O:24]1[CH2:25][CH2:26][CH2:27][CH2:28]1>>[CH2:3]([C:4]#[C:5][CH3:6])[O:7][c:9]1[n:10][cH:11][n:12][c:13]([O:15][CH:16]([CH3:17])[C:18]2([CH3:21])[CH2:19][CH2:20]2)[cH:14]1. Reactants: C(C1=CC=CC=C1)OC1CC(C1)NC(NC=1N=CN(C1C(=O)OCC)CC1=CC=C(C=C1)Cl)=O (ethyl 4-(3-(3-(benzyloxy)cyclobutyl)ureido)-1-(4-chlorobenzyl)-1H-imidazole-5-carboxylate), [O-]CC.[Na+] (sodium ethoxide). Solvent: C(C)O (ethanol). The product is C(C1=CC=CC=C1)OC1CC(C1)N1C(NC=2N=CN(C2C1=O)CC1=CC=C(C=C1)Cl)=O (1-(3-(benzyloxy)cyclobutyl)-7-(4-chlorobenzyl)-1H-purine-2,6(3H,7H)-dione). Isolated yield 85.8%. RXN SMILES: [CH2:1]([O:8][CH:9]1[CH2:12][CH:11]([NH:13][C:14](=[O:34])[NH:15][C:16]2[N:17]=[CH:18][N:19]([CH2:26][C:27]3[CH:32]=[CH:31][C:30]([Cl:33])=[CH:29][CH:28]=3)[C:20]=2[C:21]([O:23]CC)=O)[CH2:10]1)[C:2]1[CH:7]=[CH:6][CH:5]=[CH:4][CH:3]=1.[O-]CC.[Na+]>C(O)C>[CH2:1]([O:8][CH:9]1[CH2:10][CH:11]([N:13]2[C:21](=[O:23])[C:20]3[N:19]([CH2:26][C:27]4[CH:32]=[CH:31][C:30]([Cl:33])=[CH:29][CH:28]=4)[CH:18]=[N:17][C:16]=3[NH:15][C:14]2=[O:34])[CH2:12]1)[C:2]1[CH:7]=[CH:6][CH:5]=[CH:4][CH:3]=1 |f:1.2|. Reported procedure: To a solution of ethyl 4-(3-(3-(benzyloxy)cyclobutyl)ureido)-1-(4-chlorobenzyl)-1H-imidazole-5-carboxylate (310 mg, 0.64 mmol) in ethanol (50 mL) was added freshly prepared sodium ethoxide (87.4 mg, 1.28 mmol) and the reaction was heated at reflux for 4 h. The reaction was cooled and concentrated. The residue was partitioned between ethyl acetate and brine. The organic layer was dried and concentrated to give 1-(3-(benzyloxy)cyclobutyl)-7-(4-chlorobenzyl)-1H-purine-2,6(3H,7H)-dione (240 mg, 85.5... The solvent is C1=CC=CC=C1 (benzene). Procedure: After dissolving 4.9 g. (0.05 mole) of 2 -imino-1 -methylpyrrolidine in anhydrous benzene, 5.96 g. (0.05 mole) of phenylisocyanate is added dropwise with stirring (heat evolves). The reaction mixture is stirred for one-half hour. The solid product which is formed, 1 -(1 -methyl-2 -pyrrolidylidene)-3 -phenylurea, is collected (m.p. = 140-144° C.); recrystallized from methanol to give the pure product, m.p. = 146-147.5° C. The product is CN1C(CCC1)=NC(=O)NC1=CC=CC=C1 (1 -(1 -Methyl-2 -pyrrolidylidene)-3 -phenylurea). RXN SMILES: [NH:1]=[C:2]1[CH2:6][CH2:5][CH2:4][N:3]1[CH3:7].[C:8]1([N:14]=[C:15]=[O:16])[CH:13]=[CH:12][CH:11]=[CH:10][CH:9]=1>C1C=CC=CC=1>[CH3:7][N:3]1[CH2:4][CH2:5][CH2:6][C:2]1=[N:1][C:15]([NH:14][C:8]1[CH:13]=[CH:12][CH:11]=[CH:10][CH:9]=1)=[O:16]. The reactants are N=C1N(CCC1)C (2 -imino-1 -methylpyrrolidine), C1(=CC=CC=C1)N=C=O (phenylisocyanate). Starting materials: ClC1=CC(=C(C=C1)C(CC(C=NC1=C2C=CC(=NC2=CC=C1)C(=O)N)(C(F)(F)F)O)(C)C)OC (5-[4-(4-chloro-2-methoxyphenyl)-2-hydroxy-4-methyl-2-(trifluoromethyl)pentylidenamino]quinoline-2-carboxylic acid amide), [BH4-].[Na+] (sodium borohydride). Run in CO (methanol). Yields the product ClC1=CC(=C(C=C1)C(CC(CNC1=C2C=CC(=NC2=CC=C1)C(=O)N)(C(F)(F)F)O)(C)C)OC (5-[4-(4-Chloro-2-methoxyphenyl)-2-hydroxy-4-methyl-2-(trifluoromethyl)pentylamino]-quinoline-2-carboxylic acid amide). Reaction SMILES: [Cl:1][C:2]1[CH:7]=[CH:6][C:5]([C:8]([CH3:32])([CH3:31])[CH2:9][C:10]([OH:30])([C:26]([F:29])([F:28])[F:27])[CH:11]=[N:12][C:13]2[CH:22]=[CH:21][CH:20]=[C:19]3[C:14]=2[CH:15]=[CH:16][C:17]([C:23]([NH2:25])=[O:24])=[N:18]3)=[C:4]([O:33][CH3:34])[CH:3]=1.[BH4-].[Na+]>CO>[Cl:1][C:2]1[CH:7]=[CH:6][C:5]([C:8]([CH3:31])([CH3:32])[CH2:9][C:10]([OH:30])([C:26]([F:29])([F:27])[F:28])[CH2:11][NH:12][C:13]2[CH:22]=[CH:21][CH:20]=[C:19]3[C:14]=2[CH:15]=[CH:16][C:17]([C:23]([NH2:25])=[O:24])=[N:18]3)=[C:4]([O:33][CH3:34])[CH:3]=1 |f:1.2|. Procedure details: Analogously to Example 40, 340 mg (0.69 mmol) of 5-[4-(4-chloro-2-methoxyphenyl)-2-hydroxy-4-methyl-2-(trifluoromethyl)pentylidenamino]quinoline-2-carboxylic acid amide is dissolved in 10 ml of methanol and mixed several times with 110 mg (2.89 mmol) of sodium borohydride. After working-up and purification on silica gel with hexane-ethyl acetate (0-100%), 280 mg (82% of theory) of the product is obtained. The reactants are C(C1=CC=CC=C1)(=O)NC1=CC2=C(OC(=C2C)C)C(=C1)NC(C1=CC=CC=C1)=O (5,7-bis(benzoylamino)-dimethylbenzo[b]furan), Cl (hydrochloric acid). Solvent: C(C)O (ethanol). Product: NC1=CC2=C(OC(=C2C)C)C(=C1)N (5,7-diamino-2,3-dimethylbenzo[b]furan). As a reaction SMILES: C([NH:9][C:10]1[CH:20]=[C:19]([NH:21]C(=O)C2C=CC=CC=2)[C:13]2[O:14][C:15]([CH3:18])=[C:16]([CH3:17])[C:12]=2[CH:11]=1)(=O)C1C=CC=CC=1.Cl>C(O)C>[NH2:9][C:10]1[CH:20]=[C:19]([NH2:21])[C:13]2[O:14][C:15]([CH3:18])=[C:16]([CH3:17])[C:12]=2[CH:11]=1. Reported procedure: To a suspension of 5,7-bis(benzoylamino)-dimethylbenzo[b]furan (2.5 g) in ethanol (18 ml) was added conc. hydrochloric acid (9 ml) and the mixture was refluxed for 36 hours. The reaction mixture was cooled and evaporated in vacuo. The residue was dissolved in water and the solution was washed with ethyl acetate. The aqueous layer was neutralized with aqueous saturated sodium bicarbonate and the separated oil was extracted with ethyl acetate. The extract was washed with brine, dried over sodium s... The reactants are C(C)(C)C1=CC(NC2=NC=CC=C12)=O (4-isopropyl-1,8-naphthyridin-2(1H)-one), O=P(Cl)(Cl)Cl (POCl3). Solvent: C1(=CC=CC=C1)C (toluene). Yields the product ClC1=NC2=NC=CC=C2C(=C1)C(C)C (2-chloro-4-isopropyl-1,8-naphthyridine). Isolated yield 79.0%. Reaction SMILES: [CH:1]([C:4]1[C:13]2[C:8](=[N:9][CH:10]=[CH:11][CH:12]=2)[NH:7][C:6](=O)[CH:5]=1)([CH3:3])[CH3:2].O=P(Cl)(Cl)[Cl:17]>C1(C)C=CC=CC=1>[Cl:17][C:6]1[CH:5]=[C:4]([CH:1]([CH3:3])[CH3:2])[C:13]2[C:8](=[N:9][CH:10]=[CH:11][CH:12]=2)[N:7]=1. Procedure details: A solution of 4-isopropyl-1,8-naphthyridin-2(1H)-one (800 mg, 4.3 mmol) and 475 L of POCl3 in toluene were reacted as outlined in Scheme 1 to give the desired 2-chloro-4-isopropyl-1,8-naphthyridine (690 mg, 79%). Spectroscopic data: 1H NMR (300 MHz, CDCl3) δ ppm 1.41 (d, J=6.74 Hz, 6 H) 3.68 (dq, J=7.03, 6.84 Hz, 1 H) 7.38 (s, 1 H) 7.52 (dd, J=8.35, 4.25 Hz, 1 H) 8.44 (dd, J=8.50, 2.05 Hz, 1 H) 9.09 (dd, 1 H).